Dataset: the Open Reaction Database (ORD), a public repository of structured organic reaction records. Task: describe an organic reaction: reactants, conditions, products, and yield Starting materials: [Al+3], [H-], [H-], [H-], [H-], [Li+], [Na+], C1CCOC1, [OH-], N#Cc1cccc2[nH]ccc12. The product is NCc1cccc2[nH]ccc12. Reaction SMILES: [Al+3:2].[H-:1].[H-:4].[H-:5].[H-:6].[Li+:3].[Na+:19].[O:20]1[CH2:21][CH2:22][CH2:23][CH2:24]1.[OH-:18].[nH:7]1[cH:8][cH:9][c:10]2[c:11]([C:16]#[N:17])[cH:12][cH:13][cH:14][c:15]12>>[nH:7]1[cH:8][cH:9][c:10]2[c:11]([CH2:16][NH2:17])[cH:12][cH:13][cH:14][c:15]12. The reactants are BrC=1C=C(C(=O)C2=CC=C3N2CCCC3C(=O)OC)C=CC1 (methyl 3-m-bromobenzoyl-5,6,7,8-tetrahydropyrrolo[1,2-a]pyridine-8-carboxylate), BrC1=CC=C(C(=O)C2=CC=C3N2CCCC3C(=O)OC)C=C1 (methyl 3-p-bromobenzoyl-5,6,7,8-tetrahydropyrrolo[1,2-a]pyridine-8-carboxylate). The product is COC1=CC=C(C(=O)C2=CC=C3N2CCCC3C(=O)OC)C=C1 (methyl 3-p-methoxybenzoyl-5,6,7,8-tetrahydropyrrolo-[1,2-a]pyridine-8-carboxylate). As a reaction SMILES: Br[C:2]1[CH:3]=[C:4]([CH:20]=[CH:21][CH:22]=1)[C:5]([C:7]1[N:11]2[CH2:12][CH2:13][CH2:14][CH:15]([C:16]([O:18][CH3:19])=[O:17])[C:10]2=[CH:9][CH:8]=1)=[O:6].BrC1C=CC([C:28](C2N3CCCC(C(OC)=O)C3=CC=2)=[O:29])=CC=1>>[CH3:28][O:29][C:22]1[CH:21]=[CH:20][C:4]([C:5]([C:7]2[N:11]3[CH2:12][CH2:13][CH2:14][CH:15]([C:16]([O:18][CH3:19])=[O:17])[C:10]3=[CH:9][CH:8]=2)=[O:6])=[CH:3][CH:2]=1. Procedure details: methyl 3-m-bromobenzoyl-5,6,7,8-tetrahydropyrrolo[1,2-a]pyridine-8-carboxylate, and p0 methyl 3-p-bromobenzoyl-5,6,7,8-tetrahydropyrrolo[1,2-a]pyridine-8-carboxylate; and